This data is from the Open Reaction Database (ORD), a public repository of structured organic reaction records. The task is: describe an organic reaction: reactants, conditions, products, and yield Reactants: [Al+3], C1CCOC1, [Cl-], O=C1CCCc2nc3ccccc3c(NCc3cccc(F)c3)c21, [H-], [H-], [H-], [H-], [Li+], [NH4+]. The product is OC1CCCc2nc3ccccc3c(NCc3cccc(F)c3)c21. RXN SMILES: [Al+3:26].[CH2:33]1[O:34][CH2:35][CH2:36][CH2:37]1.[Cl-:31].[F:1][c:2]1[cH:3][c:4]([CH2:5][NH:6][c:7]2[c:8]3[cH:9][cH:10][cH:11][cH:12][c:13]3[n:14][c:15]3[c:20]2[C:19](=[O:21])[CH2:18][CH2:17][CH2:16]3)[cH:22][cH:23][cH:24]1.[H-:25].[H-:28].[H-:29].[H-:30].[Li+:27].[NH4+:32]>>[F:1][c:2]1[cH:3][c:4]([CH2:5][NH:6][c:7]2[c:8]3[cH:9][cH:10][cH:11][cH:12][c:13]3[n:14][c:15]3[c:20]2[CH:19]([OH:21])[CH2:18][CH2:17][CH2:16]3)[cH:22][cH:23][cH:24]1.